This data is from the Open Reaction Database (ORD), a public repository of structured organic reaction records. The task is: describe an organic reaction: reactants, conditions, products, and yield The reactants are CN, CCO, Cl[Hg]Cl, O=C(NC1CCC(c2cccc(F)c2F)CN(CC(F)(F)F)C1=S)N1CCC(n2c(=O)[nH]c3ncccc32)CC1. The product is CN=C1C(NC(=O)N2CCC(n3c(=O)[nH]c4ncccc43)CC2)CCC(c2cccc(F)c2F)CN1CC(F)(F)F. RXN SMILES: [CH3:41][NH2:42].[CH3:43][CH2:44][OH:45].[Cl:46][Hg:47][Cl:48].[F:1][c:2]1[c:3]([CH:9]2[CH2:10][CH2:11][CH:12]([NH:22][C:23](=[O:24])[N:25]3[CH2:26][CH2:27][CH:28]([n:31]4[c:32](=[O:40])[nH:33][c:34]5[n:35][cH:36][cH:37][cH:38][c:39]45)[CH2:29][CH2:30]3)[C:13](=[S:21])[N:14]([CH2:16][C:17]([F:18])([F:19])[F:20])[CH2:15]2)[cH:4][cH:5][cH:6][c:7]1[F:8]>>[F:1][c:2]1[c:3]([CH:9]2[CH2:10][CH2:11][CH:12]([NH:22][C:23](=[O:24])[N:25]3[CH2:26][CH2:27][CH:28]([n:31]4[c:32](=[O:40])[nH:33][c:34]5[n:35][cH:36][cH:37][cH:38][c:39]45)[CH2:29][CH2:30]3)[C:13](=[N:42][CH3:41])[N:14]([CH2:16][C:17]([F:18])([F:19])[F:20])[CH2:15]2)[cH:4][cH:5][cH:6][c:7]1[F:8].